From a dataset of the Open Reaction Database (ORD), a public repository of structured organic reaction records. describe an organic reaction: reactants, conditions, products, and yield The reactants are COC(=O)C=1SC(=CC1N(C1CCC(CC1)=C)C(=O)C1CCC(CC1)C)C1=CC=CC=C1 (3-[(4-Methyl-cyclohexanecarbonyl)-(4-methylene-cyclohexyl)-amino]-5-phenyl-thiophene-2-carboxylic acid methyl ester), [OH-].[Na+] (NaOH), O (water), mercuric acetate, [BH4-].[Na+] (sodium borohydride). Run in O1CCCC1 (tetrahydrofuran). Run at temperature 0 celsius, time 10 minute. Product: COC(=O)C=1SC(=CC1N(C(=O)[C@@H]1CC[C@@H](CC1)C)C1CCC(CC1)(C)O)C1=CC=CC=C1 (cis-3-[(4-Hydroxy-4-methyl-cyclohexyl)-(4-methyl-cyclohexanecarbonyl)-amino]-5-phenyl-thiophene-2-carboxylic acid methyl ester), COC(=O)C=1SC(=CC1N(C(=O)[C@@H]1CC[C@H](CC1)C)C1CCC(CC1)(C)O)C1=CC=CC=C1 (trans-3-[(4-Hydroxy-4-methyl-cyclohexyl)-(4-methyl-cyclohexanecarbonyl)-amino]-5-phenyl-thiophene-2-carboxylic acid methyl ester). The yield is 74.0%. As a reaction SMILES: [OH2:1].[CH3:2][O:3][C:4]([C:6]1[S:7][C:8]([C:28]2[CH:33]=[CH:32][CH:31]=[CH:30][CH:29]=2)=[CH:9][C:10]=1[N:11]([C:19]([CH:21]1[CH2:26][CH2:25][CH:24]([CH3:27])[CH2:23][CH2:22]1)=[O:20])[CH:12]1[CH2:17][CH2:16][C:15](=[CH2:18])[CH2:14][CH2:13]1)=[O:5].[OH-].[Na+].[BH4-].[Na+]>O1CCCC1>[CH3:2][O:3][C:4]([C:6]1[S:7][C:8]([C:28]2[CH:29]=[CH:30][CH:31]=[CH:32][CH:33]=2)=[CH:9][C:10]=1[N:11]([CH:12]1[CH2:17][CH2:16][C:15]([OH:1])([CH3:18])[CH2:14][CH2:13]1)[C:19]([C@H:21]1[CH2:26][CH2:25][C@@H:24]([CH3:27])[CH2:23][CH2:22]1)=[O:20])=[O:5].[CH3:2][O:3][C:4]([C:6]1[S:7][C:8]([C:28]2[CH:29]=[CH:30][CH:31]=[CH:32][CH:33]=2)=[CH:9][C:10]=1[N:11]([CH:12]1[CH2:17][CH2:16][C:15]([OH:1])([CH3:18])[CH2:14][CH2:13]1)[C:19]([C@H:21]1[CH2:26][CH2:25][C@H:24]([CH3:27])[CH2:23][CH2:22]1)=[O:20])=[O:5] |f:2.3,4.5|. Reported procedure: To a solution of water (1 mL) and tetrahydrofuran (1 mL) was added mercuric acetate (83.0 mg, 0.277 mmol, 1 eq) at room temperature. After stirring 10 min, the yellow solution was cooled to 0° C. and a solution of 3-[(4-Methyl-cyclohexanecarbonyl)-(4-methylene-cyclohexyl)-amino]-5-phenyl-thiophene-2-carboxylic acid methyl ester (125 mg, 0.277 mmol, 1 eq) was added dropwise. The resulting mixture was stirred 1 h at 0° C. NaOH 3M (1 mL) was then added, followed by sodium borohydride (10.0 mg, 0.27... Yields the product Cc1c(Cl)oc2c(N(C(=O)OC(C)(C)C)C(=O)OC(C)(C)C)nccc12. Starting materials: C1CCOC1, CC(C)[N-]C(C)C, CI, CC(C)(C)OC(=O)N(C(=O)OC(C)(C)C)c1nccc2cc(Cl)oc12, [Li+]. RXN SMILES: [CH2:36]1[O:37][CH2:38][CH2:39][CH2:40]1.[CH3:27][CH:28]([N-:29][CH:30]([CH3:31])[CH3:32])[CH3:33].[CH3:34][I:35].[Cl:1][c:2]1[cH:3][c:4]2[c:5]([c:6]([N:10]([C:11](=[O:12])[O:13][C:14]([CH3:15])([CH3:16])[CH3:17])[C:18](=[O:19])[O:20][C:21]([CH3:22])([CH3:23])[CH3:24])[n:7][cH:8][cH:9]2)[o:25]1.[Li+:26]>>[Cl:1][c:2]1[c:3]([CH3:27])[c:4]2[c:5]([c:6]([N:10]([C:11](=[O:12])[O:13][C:14]([CH3:15])([CH3:16])[CH3:17])[C:18](=[O:19])[O:20][C:21]([CH3:22])([CH3:23])[CH3:24])[n:7][cH:8][cH:9]2)[o:25]1. The reactants are C(C)(C)(C)OC(=O)NCC1=NC=C(C=C1)OC1CCCCCC1 (2-(tert-butoxycarbonylamino-methyl)-5-cycloheptyloxy-pyridine), Cl (hydrogen chloride). The solvent is CO (methanol). Run at temperature 0 celsius. Yields the product NCC1=NC=C(C=C1)OC1CCCCCC1 (2-Aminomethyl-5-cycloheptyloxy-pyridine). Isolated yield 71.8%. As a reaction SMILES: C(OC([NH:8][CH2:9][C:10]1[CH:15]=[CH:14][C:13]([O:16][CH:17]2[CH2:23][CH2:22][CH2:21][CH2:20][CH2:19][CH2:18]2)=[CH:12][N:11]=1)=O)(C)(C)C.Cl>CO>[NH2:8][CH2:9][C:10]1[CH:15]=[CH:14][C:13]([O:16][CH:17]2[CH2:18][CH2:19][CH2:20][CH2:21][CH2:22][CH2:23]2)=[CH:12][N:11]=1. Procedure: Dissolve 2-(tert-butoxycarbonylamino-methyl)-5-cycloheptyloxy-pyridine (1.9 g, 5.95 mmol) in methanol (25 mL) and cool to 0° C. Bubble hydrogen chloride through the vigorously stirred solution for 30 min. Evaporate in vacuo and partition the residue between 3N aqueous NaOH (10 mL) and DCM (20 mL). Separate the two layers and extract the aqueous layer with DCM (2×20 mL). Wash the combined organic extracts with brine (20 mL), dry over Na2SO4, filter, and concentrate in vacuo to obtain the title co... Reactants: ClCC(=O)N (2-chloro-acetamide), C(C)(C)N1CCC(CC1)NS(=O)(=O)CCNC(=O)C=1SC(=CC1)Cl (5-chloro-thiophene-2-carboxylic acid [2-(1-isopropyl-piperidin-4-ylsulfamoyl)-ethyl]-amide). The product is C(N)(=O)CN(S(=O)(=O)CCNC(=O)C=1SC(=CC1)Cl)C1CCN(CC1)C(C)C (5-chloro-thiophene-2-carboxylic acid {2-[carbamoylmethyl-(1-isopropyl-piperidin-4-yl)-sulfamoyl]-ethyl}-amide). Reaction SMILES: Cl[CH2:2][C:3]([NH2:5])=[O:4].[CH:6]([N:9]1[CH2:14][CH2:13][CH:12]([NH:15][S:16]([CH2:19][CH2:20][NH:21][C:22]([C:24]2[S:25][C:26]([Cl:29])=[CH:27][CH:28]=2)=[O:23])(=[O:18])=[O:17])[CH2:11][CH2:10]1)([CH3:8])[CH3:7]>>[C:3]([CH2:2][N:15]([CH:12]1[CH2:13][CH2:14][N:9]([CH:6]([CH3:8])[CH3:7])[CH2:10][CH2:11]1)[S:16]([CH2:19][CH2:20][NH:21][C:22]([C:24]1[S:25][C:26]([Cl:29])=[CH:27][CH:28]=1)=[O:23])(=[O:17])=[O:18])(=[O:4])[NH2:5]. Reported procedure: 5-Chloro-thiophene-2-carboxylic acid {2-[carbamoylmethyl-(1-isopropyl-piperidin-4-yl)-sulfamoyl]-ethyl}-amide was prepared by an analogous procedure as described in example 15 starting from 48 mg (2 equiv.) 2-chloro-acetamide and 100 mg (0.25 mmol) 5-chloro-thiophene-2-carboxylic acid [2-(1-isopropyl-piperidin-4-ylsulfamoyl)-ethyl]-amide. Final purification by preparative RP-HPLC (CH3CN/H2O gradient+0.1% TFA) gave pure 5-chloro-thiophene-2-carboxylic acid {2-[carbamoylmethyl-(1-isopropyl-piperid... Reactants: CC(O)C1(c2ccc(F)cc2F)CO1, O=c1[nH]ncn1-c1ccncc1. The product is CC(n1ncn(-c2ccncc2)c1=O)C1(c2ccc(F)cc2F)CO1. RXN SMILES: [F:1][c:2]1[c:3]([C:9]2([CH:12]([CH3:13])[OH:14])[O:10][CH2:11]2)[cH:4][cH:5][c:6]([F:8])[cH:7]1.[n:15]1[cH:16][cH:17][c:18](-[n:21]2[c:22](=[O:26])[nH:23][n:24][cH:25]2)[cH:19][cH:20]1>>[F:1][c:2]1[c:3]([C:9]2([CH:12]([CH3:13])[n:23]3[c:22](=[O:26])[n:21](-[c:18]4[cH:17][cH:16][n:15][cH:20][cH:19]4)[cH:25][n:24]3)[O:10][CH2:11]2)[cH:4][cH:5][c:6]([F:8])[cH:7]1. The reactants are CCO, CC(Cl)Cl, Fc1ccc2c(-c3cccc(OCC4CO4)c3)noc2c1, NCc1cccc(F)c1. Product: OC(CNCc1cccc(F)c1)COc1cccc(-c2noc3cc(F)ccc23)c1. Reaction SMILES: [CH3:22][CH2:23][OH:24].[Cl:34][CH:35]([Cl:36])[CH3:37].[F:1][c:2]1[cH:3][c:4]2[c:5]([c:6](-[c:9]3[cH:10][c:11]([O:15][CH2:16][CH:17]4[O:18][CH2:19]4)[cH:12][cH:13][cH:14]3)[n:7][o:8]2)[cH:20][cH:21]1.[F:25][c:26]1[cH:27][c:28]([CH2:29][NH2:30])[cH:31][cH:32][cH:33]1>>[F:1][c:2]1[cH:3][c:4]2[c:5]([c:6](-[c:9]3[cH:10][c:11]([O:15][CH2:16][CH:17]([OH:18])[CH2:19][NH:30][CH2:29][c:28]4[cH:27][c:26]([F:25])[cH:33][cH:32][cH:31]4)[cH:12][cH:13][cH:14]3)[n:7][o:8]2)[cH:20][cH:21]1. Reactants: CCCCc1cn(C(C)(C)C)sc1=NC(=O)C1CCC(C)(C(=O)O)C1(C)C, NCCO, Cl. The product is CCCCc1cn(C(C)(C)C)sc1=NC(=O)C1CCC(C)(C(=O)NCCO)C1(C)C. As a reaction SMILES: [CH2:1]([CH2:2][CH2:3][CH3:4])[c:5]1[cH:6][n:7]([C:24]([CH3:25])([CH3:26])[CH3:27])[s:8][c:9]1=[N:10][C:11](=[O:12])[CH:13]1[C:14]([CH3:22])([CH3:23])[C:15]([C:18](=[O:19])[OH:20])([CH3:21])[CH2:16][CH2:17]1.[CH2:29]([OH:30])[CH2:31][NH2:32].[ClH:28]>>[CH2:1]([CH2:2][CH2:3][CH3:4])[c:5]1[cH:6][n:7]([C:24]([CH3:25])([CH3:26])[CH3:27])[s:8][c:9]1=[N:10][C:11](=[O:12])[CH:13]1[C:14]([CH3:22])([CH3:23])[C:15]([C:18](=[O:20])[NH:32][CH2:31][CH2:29][OH:30])([CH3:21])[CH2:16][CH2:17]1. Starting materials: NC1=CC=C(C=C1)N1COC2=C(C1=O)C=C(C(=C2)NC)F (3-(4-aminophenyl)-6-fluoro-7-(methylamino)-2,3-dihydrobenzo[e][1,3]oxazin-4-one), C(C)OC(NS(=O)(=O)C=1SC(=CC1)Cl)=O ((5-Chloro-thiophene-2-sulfonyl)-carbamic acid ethyl ester). The solvent is O1CCOCC1 (1,4-dioxan). The yield is 37.4%. Procedure: A mixture of 3-(4-aminophenyl)-6-fluoro-7-(methylamino)-2,3-dihydrobenzo[e][1,3]oxazin-4-one (Ex. 4) (130 mg, 0.45 mmol) and (5-Chloro-thiophene-2-sulfonyl)-carbamic acid ethyl ester (150 mg, 0.53 mmol, 1.2 eq) in dry 1,4-dioxan (3 mL) was heated at 110° C. for 2 hr. Upon cooling, the reaction was concentrated in vacuo and the crude residue was purified by HPLC (C-18) to give 86 mg (37%) of pure 1-(5-chlorothiophen-2-ylsulfonyl)-3-(4-(6-fluoro-7-(methylamino)-4-oxo-2H-benzo[e][1,3]oxazin-3(4H)-y... Yields the product ClC1=CC=C(S1)S(=O)(=O)NC(=O)NC1=CC=C(C=C1)N1COC2=C(C1=O)C=C(C(=C2)NC)F (1-(5-chlorothiophen-2-ylsulfonyl)-3-(4-(6-fluoro-7-(methylamino)-4-oxo-2H-benzo[e][1,3]oxazin-3(4H)-yl)phenyl)urea). Reaction conditions: temperature 110 celsius. RXN SMILES: [NH2:1][C:2]1[CH:7]=[CH:6][C:5]([N:8]2[C:13](=[O:14])[C:12]3[CH:15]=[C:16]([F:21])[C:17]([NH:19][CH3:20])=[CH:18][C:11]=3[O:10][CH2:9]2)=[CH:4][CH:3]=1.C([O:24][C:25](=O)[NH:26][S:27]([C:30]1[S:31][C:32]([Cl:35])=[CH:33][CH:34]=1)(=[O:29])=[O:28])C>O1CCOCC1>[Cl:35][C:32]1[S:31][C:30]([S:27]([NH:26][C:25]([NH:1][C:2]2[CH:3]=[CH:4][C:5]([N:8]3[C:13](=[O:14])[C:12]4[CH:15]=[C:16]([F:21])[C:17]([NH:19][CH3:20])=[CH:18][C:11]=4[O:10][CH2:9]3)=[CH:6][CH:7]=2)=[O:24])(=[O:29])=[O:28])=[CH:34][CH:33]=1. Reactants: C(C1=CC=CC=C1)OC=1C=C(C=CC1)C(C(CCC(=O)OC)C1=CC=CC=C1)=O (methyl (RS)-5-(3-benzyloxyphenyl)-5-oxo-4-phenylpentanoate), [OH-].[Na+] (sodium hydroxide), O1CCOCC1 (1,4-dioxane). The solvent is C(C)OCC (diethyl ether), CCCCC (pentane), CCCCC (pentane), C(C)OCC (diethyl ether). Conditions: time 18 hour. Product: C(C1=CC=CC=C1)OC=1C=C(C=CC1)C(C(CCC(=O)O)C1=CC=CC=C1)=O ((RS)-5-(3-benzyloxyphenyl)-5-oxo-4-phenylpentanoic acid). Yield: 45.6%. RXN SMILES: [CH2:1]([O:8][C:9]1[CH:10]=[C:11]([C:15](=[O:29])[CH:16]([C:23]2[CH:28]=[CH:27][CH:26]=[CH:25][CH:24]=2)[CH2:17][CH2:18][C:19]([O:21]C)=[O:20])[CH:12]=[CH:13][CH:14]=1)[C:2]1[CH:7]=[CH:6][CH:5]=[CH:4][CH:3]=1.[OH-].[Na+].O1CCOCC1>CCCCC.C(OCC)C>[CH2:1]([O:8][C:9]1[CH:10]=[C:11]([C:15](=[O:29])[CH:16]([C:23]2[CH:28]=[CH:27][CH:26]=[CH:25][CH:24]=2)[CH2:17][CH2:18][C:19]([OH:21])=[O:20])[CH:12]=[CH:13][CH:14]=1)[C:2]1[CH:3]=[CH:4][CH:5]=[CH:6][CH:7]=1 |f:1.2|. Procedure: A mixture of methyl (RS)-5-(3-benzyloxyphenyl)-5-oxo-4-phenylpentanoate (11.6 g),sodium hydroxide (60 mL; 1 N) and 1,4-dioxane is stirred at ambient temperature for 18 hours. The reaction mixture is then concentrated to dryness and dissolved in water (50 mL), acidified to pH 1 by treatment with concentrated hydrochloric acid, and extracted with chloroform. The organic layer is dried over magnesium sulphate, filtered and concentrated under reduced pressure to leave an oil. Trituration with a mixt... The reactants are C(C)(C)C1C(C(CC1)=O)C(=O)OC (methyl 2-isopropyl-5-oxocyclopentanecarboxylate), C(C)(=O)[O-].[NH4+] (ammonium acetate). The solvent is CO (MeOH). Run at temperature 50 celsius, time 8 hour. Yields the product NC1=C(C(CC1)C(C)C)C(=O)OC (methyl 2-amino-5-isopropylcyclopent-1-enecarboxylate). Yield: 60.9%. As a reaction SMILES: [CH:1]([CH:4]1[CH2:8][CH2:7][C:6](=O)[CH:5]1[C:10]([O:12][CH3:13])=[O:11])([CH3:3])[CH3:2].C([O-])(=O)C.[NH4+:18]>CO>[NH2:18][C:6]1[CH2:7][CH2:8][CH:4]([CH:1]([CH3:3])[CH3:2])[C:5]=1[C:10]([O:12][CH3:13])=[O:11] |f:1.2|. Procedure: A solution of methyl 2-isopropyl-5-oxocyclopentanecarboxylate (5.4 g, 29.31 mmol) in MeOH (145 mL) was treated with ammonium acetate (22.59 g, 293.1 mmol), and the mixture was heated to 50° C. for 2 hours and stirred at room temperature overnight. The solvents were removed under reduced pressure, and the crude residue was taken up in DCM and H2O. The combined organics were washed with brine, dried Na2SO4, filtered, and concentrated. The crude residue was purified by column chromatography (5 then...